From a dataset of the Open Reaction Database (ORD), a public repository of structured organic reaction records. describe an organic reaction: reactants, conditions, products, and yield Reactants: C(CCCCCCCCC)(=O)Cl (decanoyl chloride), [N+](=O)([O-])C=1C=C(C(O)=CC1)O (4-nitrocatechol), N1=CC=CC=C1 (pyridine), O (water). Run in C1CCOC1 (THF), C(Cl)Cl (methylene chloride), C1CCOC1 (THF). Conditions: time 18 hour. The product is O=C(CCCCCCCCC)OC=1C=C(C=CC1OC(CCCCCCCCC)=O)[N+](=O)[O-] (3,4-bis[(1-oxodecyl)oxy]nitrobenzene). Isolated yield 97.0%. Reaction SMILES: [N+:1]([C:4]1[CH:5]=[C:6]([OH:11])[C:7](=[CH:9][CH:10]=1)[OH:8])([O-:3])=[O:2].N1[CH:17]=[CH:16][CH:15]=[CH:14][CH:13]=1.[C:18](Cl)(=[O:28])[CH2:19][CH2:20][CH2:21][CH2:22][CH2:23][CH2:24][CH2:25][CH2:26][CH3:27].[OH2:30]>C(Cl)Cl.C1COCC1>[O:30]=[C:13]([O:11][C:6]1[CH:5]=[C:4]([N+:1]([O-:3])=[O:2])[CH:10]=[CH:9][C:7]=1[O:8][C:18](=[O:28])[CH2:19][CH2:20][CH2:21][CH2:22][CH2:23][CH2:24][CH2:25][CH2:26][CH3:27])[CH2:14][CH2:15][CH2:16][CH2:17][CH2:9][CH2:10][CH2:4][CH2:5][CH3:6]. Procedure: To a stirred, ice bath cooled solution of 1.0 g (6.45 mmol) of 4-nitrocatechol and 2 ml of pyridine in 25 ml of methylene chloride and 5 ml of THF under argon was added 3.2 ml (15.5 mmol) of decanoyl chloride in5 ml of THF. The reaction mixture was allowed to warm to room temperature and stirred for 18 hours when it was poured into water and extracted with methylene chloride. The dried extract was concentrated to an oil which waspurified by chromatography on 70 g of silica gel using 5% ethyl ace... Reactants: O=C([O-])[O-], COc1ccc(-n2nc(O)cc2-c2ccc(OCc3ccccc3)cc2)cn1, COC(=O)OC, [K+], [K+], CN(C)C=O, O. Product: COc1ccc(-n2nc(OC)cc2-c2ccc(OCc3ccccc3)cc2)cn1. RXN SMILES: [C:35](=[O:36])([O-:37])[O-:38].[CH2:1]([c:2]1[cH:3][cH:4][cH:5][cH:6][cH:7]1)[O:8][c:9]1[cH:10][cH:11][c:12](-[c:15]2[cH:16][c:17]([OH:28])[n:18][n:19]2-[c:20]2[cH:21][cH:22][c:23]([O:26][CH3:27])[n:24][cH:25]2)[cH:13][cH:14]1.[CH3:29][O:30][C:31]([O:32][CH3:33])=[O:34].[K+:39].[K+:40].[O:42]=[CH:43][N:44]([CH3:45])[CH3:46].[OH2:41]>>[CH2:1]([c:2]1[cH:3][cH:4][cH:5][cH:6][cH:7]1)[O:8][c:9]1[cH:10][cH:11][c:12](-[c:15]2[cH:16][c:17]([O:28][CH3:29])[n:18][n:19]2-[c:20]2[cH:21][cH:22][c:23]([O:26][CH3:27])[n:24][cH:25]2)[cH:13][cH:14]1.